From a dataset of the Open Reaction Database (ORD), a public repository of structured organic reaction records. describe an organic reaction: reactants, conditions, products, and yield The reactants are O (Water), ClC1=CC(=CNC1=O)C(=O)OC (methyl 5-chloro-6-oxo-1,6-dihydropyridine-3-carboxylate), FS(=O)(=O)C(F)(F)C(=O)O (FSO2CF2CO2H), [H-].[Na+] (NaH). Solvent: CC#N (MeCN). Run at time 20 minute. Product: ClC=1C(=NC=C(C(=O)OC)C1)OC(F)F (methyl 5-chloro-6-(difluoromethoxy)nicotinate). As a reaction SMILES: [Cl:1][C:2]1[C:7](=[O:8])[NH:6][CH:5]=[C:4]([C:9]([O:11][CH3:12])=[O:10])[CH:3]=1.[H-].[Na+].FS([C:19](C(O)=O)([F:21])[F:20])(=O)=O.O>CC#N>[Cl:1][C:2]1[C:7]([O:8][CH:19]([F:21])[F:20])=[N:6][CH:5]=[C:4]([CH:3]=1)[C:9]([O:11][CH3:12])=[O:10] |f:1.2|. Procedure details: A mixture of methyl 5-chloro-6-oxo-1,6-dihydropyridine-3-carboxylate (3.810 g; 20.31 mmol) in anh. MeCN (400 ml) was treated portionwise with NaH (60% dispersion in mineral oil; 2.193 g; 54.84 mmol), and stirring at rt, under nitrogen, was continued for 20 min. FSO2CF2CO2H (6.149 g; 34.52 mmol) was then added dropwise, and the resulting heterogeneous mixture was further stirred at rt, under nitrogen, for 45 min. Water (10 ml) was slowly added, and MeCN was removed under reduced pressure. Water (... The reactants are [Li]CCCC, C1CCOC1, COP(C)(=O)OC, CC(=O)O, CCCCCC, COC(=O)c1cccc(Cl)c1, O. Product: COP(=O)(CC(=O)c1cccc(Cl)c1)OC. Reaction SMILES: [CH2:1]([Li:2])[CH2:3][CH2:4][CH3:5].[CH2:30]1[O:31][CH2:32][CH2:33][CH2:34]1.[CH3:12][P:13]([O:14][CH3:15])([O:16][CH3:17])=[O:18].[CH3:35][C:36](=[O:37])[OH:38].[CH3:6][CH2:7][CH2:8][CH2:9][CH2:10][CH3:11].[Cl:19][c:20]1[cH:21][c:22]([C:23](=[O:24])[O:25][CH3:26])[cH:27][cH:28][cH:29]1.[OH2:39]>>[CH2:12]([P:13]([O:14][CH3:15])([O:16][CH3:17])=[O:18])[C:23]([c:22]1[cH:21][c:20]([Cl:19])[cH:29][cH:28][cH:27]1)=[O:24]. The reactants are O=C(O)COC1CCCCC1, O=C(Cl)C(=O)Cl, ClCCl, CN(C)C=O. The product is NCCOC1CCCCC1. Reaction SMILES: [CH:1]1([O:7][CH2:8][C:9]([OH:10])=[O:11])[CH2:2][CH2:3][CH2:4][CH2:5][CH2:6]1.[Cl:12][C:13]([C:14]([Cl:15])=[O:16])=[O:17].[Cl:23][CH2:24][Cl:25].[O:18]=[CH:19][N:20]([CH3:21])[CH3:22]>>[CH:1]1([O:7][CH2:8][CH2:9][NH2:20])[CH2:2][CH2:3][CH2:4][CH2:5][CH2:6]1. Procedure details: In a similar manner as described in Example 1, by using dimethylformimide (15 mL), 5-amino-3-(3-fluorophenyl)isoxazol-4-carboxylic acid (409 mg, 1.84 mmol), 1-ethyl-3-(dimethylaminopropyl)carbodiimide hydrochloride (388 mg, 2.02 mmol), hydroxybenzotriazole (299 mg, 2.21 mmol) and 4-(piperazine-1-yl)phenol (328 mg, 1.84 mmol), a white solid required compound (483 mg, 1.26 mmol, 68%) was obtained. Reactants: NC1=C(C(=NO1)C1=CC(=CC=C1)F)C(=O)O (5-amino-3-(3-fluorophenyl)isoxazol-4-carboxylic acid), N1(CCNCC1)C1=CC=C(C=C1)O (4-(piperazine-1-yl)phenol), Cl.C(C)N=C=NCCCN(C)C (1-ethyl-3-(dimethylaminopropyl)carbodiimide hydrochloride), OC1=CC=CC=2NN=NC21 (hydroxybenzotriazole). Product: NC1=C(C(=NO1)C1=CC(=CC=C1)F)C(=O)N1CCN(CC1)C1=CC=C(C=C1)O ((5-amino-3-(3-fluorophenyl)isoxazol-4-yl)(4-(4-hydroxyphenyl)piperazine-1-yl)methanone). The yield is 68.5%. As a reaction SMILES: [NH2:1][C:2]1[O:6][N:5]=[C:4]([C:7]2[CH:12]=[CH:11][CH:10]=[C:9]([F:13])[CH:8]=2)[C:3]=1[C:14]([OH:16])=O.Cl.C(N=C=NCCCN(C)C)C.OC1C2N=NNC=2C=CC=1.[N:39]1([C:45]2[CH:50]=[CH:49][C:48]([OH:51])=[CH:47][CH:46]=2)[CH2:44][CH2:43][NH:42][CH2:41][CH2:40]1>>[NH2:1][C:2]1[O:6][N:5]=[C:4]([C:7]2[CH:12]=[CH:11][CH:10]=[C:9]([F:13])[CH:8]=2)[C:3]=1[C:14]([N:42]1[CH2:41][CH2:40][N:39]([C:45]2[CH:46]=[CH:47][C:48]([OH:51])=[CH:49][CH:50]=2)[CH2:44][CH2:43]1)=[O:16] |f:1.2|. The reactants are C1(CCCCC1)S(=O)(=O)CS(=O)(=O)C1=CC=C(C=C1)OS(=O)(=O)C (cyclohexylsulfonyl(4-methanesulfonyloxyphenylsulfonyl)methane), Cl (hydrochloric acid), C1(=CC=C(C=C1)S(=O)(=O)N=[N+]=[N-])C (p-toluenesulfonylazide), C1CCC2=NCCCN2CC1 (DBU). Solvent: ClCCl (dichloromethane). Reaction conditions: time 10 minute. Yields the product C1(CCCCC1)S(=O)(=O)C(=[N+]=[N-])S(=O)(=O)C1=CC=C(C=C1)OS(=O)(=O)C (cyclohexylsulfonyl(4-methanesulfonyloxyphenylsulfonyl)diazomethane). The yield is 38.0%. RXN SMILES: [CH:1]1([S:7]([CH2:10][S:11]([C:14]2[CH:19]=[CH:18][C:17]([O:20][S:21]([CH3:24])(=[O:23])=[O:22])=[CH:16][CH:15]=2)(=[O:13])=[O:12])(=[O:9])=[O:8])[CH2:6][CH2:5][CH2:4][CH2:3][CH2:2]1.C1(C)C=CC(S([N:34]=[N+:35]=[N-])(=O)=O)=CC=1.C1CCN2C(=NCCC2)CC1.Cl>ClCCl>[CH:1]1([S:7]([C:10]([S:11]([C:14]2[CH:19]=[CH:18][C:17]([O:20][S:21]([CH3:24])(=[O:22])=[O:23])=[CH:16][CH:15]=2)(=[O:13])=[O:12])=[N+:34]=[N-:35])(=[O:9])=[O:8])[CH2:6][CH2:5][CH2:4][CH2:3][CH2:2]1. Procedure: The cyclohexylsulfonyl(4-methanesulfonyloxyphenylsulfonyl)methane in Synthesis Example 12, 10 g (0.025 mol), was dispersed in 150 g of dichloromethane. To the dispersion was added 4.6 g (0.03 mol) of p-toluenesulfonylazide. With stirring under ice cooling, 4.9 g (0.025 mol) of DBU was added to the dispersion, and after 10 minutes, 100 g of a 0.2N aqueous hydrochloric acid was added to stop reaction. The organic layer was separated and washed with 100 g of water. The organic layer was concentrate... RXN SMILES: [CH3:23][OH:24].[Cl:2][CH2:3][CH:4]=[O:5].[N+:6](#[C-:7])[CH2:8][C:9](=[O:10])[NH2:11].[N:12]12[CH2:13][CH2:14][CH2:15][N:16]=[C:17]1[CH2:18][CH2:19][CH2:20][CH2:21][CH2:22]2.[OH2:1]>>[Cl:2][CH2:3][CH:4]1[O:5][CH:7]=[N:6][CH:8]1[C:9](=[O:10])[NH2:11]. The reactants are CO, O=CCCl, [C-]#[N+]CC(N)=O, C1CCC2=NCCCN2CC1, O. Yields the product NC(=O)C1N=COC1CCl. Starting materials: NC1=NC(=C(C(=N1)N)C1=C(C=CC(=C1)[N+](=O)[O-])Cl)C (2,4-Diamino-5-(2-chloro-5-nitrophenyl)-6-methylpyrimidine), N(=O)[O-].[Na+] (NaNO2), [I-].[K+] (potassium iodide). Product: NC1=NC(=C(C(=N1)N)C1=C(C=CC(=C1)I)Cl)C (2,4-Diamino-5-(2-chloro-5-iodophenyl)-6-methylpyrimidine). As a reaction SMILES: [NH2:1][C:2]1[N:7]=[C:6]([NH2:8])[C:5]([C:9]2[CH:14]=[C:13]([N+]([O-])=O)[CH:12]=[CH:11][C:10]=2[Cl:18])=[C:4]([CH3:19])[N:3]=1.N([O-])=O.[Na+].[I-:24].[K+]>>[NH2:1][C:2]1[N:7]=[C:6]([NH2:8])[C:5]([C:9]2[CH:14]=[C:13]([I:24])[CH:12]=[CH:11][C:10]=2[Cl:18])=[C:4]([CH3:19])[N:3]=1 |f:1.2,3.4|. Reported procedure: This compound was prepared in a similar manner to the compound of Example 54 by reaction of the diazonium salt with potassium iodide, mp. 232°-234° C.